From a dataset of the Open Reaction Database (ORD), a public repository of structured organic reaction records. describe an organic reaction: reactants, conditions, products, and yield Run in C(C)(=O)OCC (ethyl acetate). Reaction SMILES: Br[C:2]1[CH:38]=[CH:37][C:5]([O:6][CH2:7][CH2:8][O:9][C:10]2[N:15]=[CH:14][N:13]=[C:12]([NH:16][S:17]([C:20]3[CH:25]=[CH:24][C:23]([C:26]([CH3:29])([CH3:28])[CH3:27])=[CH:22][CH:21]=3)(=[O:19])=[O:18])[C:11]=2[C:30]2[CH:35]=[CH:34][C:33]([CH3:36])=[CH:32][CH:31]=2)=[CH:4][CH:3]=1.[CH2:39]([O:41]C([Sn](CCCC)(CCCC)CCCC)=C)[CH3:40].O1C[CH2:61][O:60][CH2:59][CH2:58]1.[F-].[K+]>C(OCC)(=O)C.C1C=CC(P(C2C=CC=CC=2)C2C=CC=CC=2)=CC=1.C1C=CC(P(C2C=CC=CC=2)C2C=CC=CC=2)=CC=1.Cl[Pd]Cl>[C:26]([C:23]1[CH:22]=[CH:21][C:20]([S:17]([NH:16][C:12]2[C:11]([C:30]3[CH:35]=[CH:34][C:33]([CH3:36])=[CH:32][CH:31]=3)=[C:10]([O:9][CH2:8][CH2:7][O:6][C:5]3[CH:4]=[CH:3][CH:2]=[CH:38][CH:37]=3)[N:15]=[CH:14][N:13]=2)(=[O:19])=[O:18])=[CH:25][CH:24]=1)([CH3:29])([CH3:27])[CH3:28].[C:39]([C:2]1[CH:38]=[CH:37][C:5]([O:6][CH2:7][CH2:8][O:9][C:10]2[N:15]=[CH:14][N:13]=[C:12]([NH:16][S:17]([C:20]3[CH:25]=[CH:24][C:23]([C:26]([CH3:28])([CH3:27])[CH3:29])=[CH:22][CH:21]=3)(=[O:19])=[O:18])[C:11]=2[C:30]2[CH:35]=[CH:34][C:33]([CH3:36])=[CH:32][CH:31]=2)=[CH:4][CH:3]=1)(=[O:41])[CH3:40].[C:26]([C:23]1[CH:24]=[CH:25][C:20]([S:17]([NH:16][C:12]2[C:11]([C:30]3[CH:35]=[CH:34][C:33]([CH3:36])=[CH:32][CH:31]=3)=[C:10]([O:9][CH2:8][CH2:7][O:6][C:5]3[CH:37]=[CH:38][C:2]([C:61]([O:60][CH2:59][CH3:58])=[O:41])=[CH:3][CH:4]=3)[N:15]=[CH:14][N:13]=2)(=[O:19])=[O:18])=[CH:21][CH:22]=1)([CH3:29])([CH3:28])[CH3:27] |f:3.4,6.7.8|. Product: C(C)(C)(C)C1=CC=C(C=C1)S(=O)(=O)NC1=NC=NC(=C1C1=CC=C(C=C1)C)OCCOC1=CC=CC=C1 (4-tert-butyl-N-{5-(4-methylphenyl)-6-(2-phenoxyethoxy)pyrimidin-4-yl}benzenesulfonamide), C(C)(=O)C1=CC=C(OCCOC2=C(C(=NC=N2)NS(=O)(=O)C2=CC=C(C=C2)C(C)(C)C)C2=CC=C(C=C2)C)C=C1 (N-[6-{2-(4-acetylphenoxy)ethoxy}-5-(4-methylphenyl)pyrimidin-4-yl]-4-tert-butylbenzenesulfonamide), C(C)(C)(C)C1=CC=C(C=C1)S(=O)(=O)NC1=NC=NC(=C1C1=CC=C(C=C1)C)OCCOC1=CC=C(C=C1)C(=O)OCC (4-tert-butyl-N-[6-{2-(4-ethoxycarbonylphenoxy)ethoxy}-5-(4-methylphenyl)pyrimidin-4-yl]benzenesulfonamide). Reagents/catalysts: C1=CC=C(C=C1)P(C2=CC=CC=C2)C3=CC=CC=C3.C1=CC=C(C=C1)P(C2=CC=CC=C2)C3=CC=CC=C3.Cl[Pd]Cl (bis(triphenylphosphine)palladium (II) chloride). Reported procedure: A mixture of N-[6-{2-(4-bromophenoxy)ethoxy}-5-(4-methylphenyl)pyrimidin-4-yl]-4-tert-butylbenzenesulfonamide (600 mg), (1-ethoxyvinyl)tributyltin (680 mg), bis(triphenylphosphine)palladium (II) chloride (35.5 mg) and dioxane (24 ml) is refluxed for 18 hours. The mixture is diluted with ethyl acetate, and thereto is added 10% aqueous potassium fluoride solution, and the precipitated crystals are removed by filtration. The filtrate is extracted with ethyl acetate, and the ethyl acetate layer is w... Reactants: BrC1=CC=C(OCCOC2=C(C(=NC=N2)NS(=O)(=O)C2=CC=C(C=C2)C(C)(C)C)C2=CC=C(C=C2)C)C=C1 (N-[6-{2-(4-bromophenoxy)ethoxy}-5-(4-methylphenyl)pyrimidin-4-yl]-4-tert-butylbenzenesulfonamide), C(C)OC(=C)[Sn](CCCC)(CCCC)CCCC ((1-ethoxyvinyl)tributyltin), O1CCOCC1 (dioxane), [F-].[K+] (potassium fluoride). Starting materials: BrC1=CC=C(C=C1)C(O)C=1C=NC=CC1 ((4-bromophenyl)(pyridin-3-yl)methanol), BrC(C(=O)OC)CC(C)C (methyl 2-bromo-4-methylpentanoate). Product: BrC1=CC=C(C=C1)C(OC(C(=O)OC)CC(C)C)C=1C=NC=CC1 (methyl 2-[(4-bromophenyl)(pyridin-3-yl)methoxy]-4-methylpentanoate). As a reaction SMILES: [Br:1][C:2]1[CH:7]=[CH:6][C:5]([CH:8]([C:10]2[CH:11]=[N:12][CH:13]=[CH:14][CH:15]=2)[OH:9])=[CH:4][CH:3]=1.Br[CH:17]([CH2:22][CH:23]([CH3:25])[CH3:24])[C:18]([O:20][CH3:21])=[O:19]>>[Br:1][C:2]1[CH:3]=[CH:4][C:5]([CH:8]([C:10]2[CH:11]=[N:12][CH:13]=[CH:14][CH:15]=2)[O:9][CH:17]([CH2:22][CH:23]([CH3:25])[CH3:24])[C:18]([O:20][CH3:21])=[O:19])=[CH:6][CH:7]=1. Procedure details: Using the same protocol as described in example 23, step 2, (4-bromophenyl)(pyridin-3-yl)methanol from step 1 (644 mg, 2.4 mmol) was added to methyl 2-bromo-4-methylpentanoate (412 μL, 2.52 mmol). The crude residue was chromatographed on silica gel using 50% ethyl acetate in hexanes to afford the title compound. Reactants: CN, CCO, O=C(Cc1cccc(Cl)c1)Nc1ccc(S(=O)(=O)c2cccc(Cl)c2)cc1. Yields the product CNCC(=O)Nc1ccc(S(=O)(=O)c2cccc(Cl)c2)cc1. Reaction SMILES: [CH3:28][NH2:29].[CH3:30][CH2:31][OH:32].[Cl:1][c:2]1[cH:3][c:4]([CH2:8][C:9](=[O:10])[NH:11][c:12]2[cH:13][cH:14][c:15]([S:18](=[O:19])(=[O:20])[c:21]3[cH:22][c:23]([Cl:27])[cH:24][cH:25][cH:26]3)[cH:16][cH:17]2)[cH:5][cH:6][cH:7]1>>[CH2:8]([C:9](=[O:10])[NH:11][c:12]1[cH:13][cH:14][c:15]([S:18](=[O:19])(=[O:20])[c:21]2[cH:22][c:23]([Cl:27])[cH:24][cH:25][cH:26]2)[cH:16][cH:17]1)[NH:29][CH3:28]. Reactants: O=C([O-])[O-], CSC(=Nc1nc2ccc(OCc3ccccc3)nc2s1)SC, Cl, Cl, [Cs+], [Cs+], NCC1(O)CN2CCC1CC2, CN(C)C=O, O. The product is c1ccc(COc2ccc3nc(NC4=NCC5(CN6CCC5CC6)O4)sc3n2)cc1. RXN SMILES: [C:37](=[O:38])([O-:39])[O-:40].[CH2:1]([c:2]1[cH:3][cH:4][cH:5][cH:6][cH:7]1)[O:8][c:9]1[cH:10][cH:11][c:12]2[c:13]([n:14]1)[s:15][c:16]([N:18]=[C:19]([S:20][CH3:21])[S:22][CH3:23])[n:17]2.[ClH:24].[ClH:25].[Cs+:41].[Cs+:42].[NH2:26][CH2:27][C:28]1([OH:36])[CH2:29][N:30]2[CH2:31][CH2:32][CH:33]1[CH2:34][CH2:35]2.[O:44]=[CH:45][N:46]([CH3:47])[CH3:48].[OH2:43]>>[CH2:1]([c:2]1[cH:3][cH:4][cH:5][cH:6][cH:7]1)[O:8][c:9]1[cH:10][cH:11][c:12]2[c:13]([n:14]1)[s:15][c:16]([NH:18][C:19]1=[N:26][CH2:27][C:28]3([CH2:29][N:30]4[CH2:31][CH2:32][CH:33]3[CH2:34][CH2:35]4)[O:36]1)[n:17]2. The reactants are O=C([O-])[O-], CCOC(=O)C(Cc1ccc(O)cc1)OCC, CS(=O)(=O)Oc1ccc(CCCS(=O)(=O)[O-])cc1, CC#N, [K+], [K+], [Mg+2], O=S(=O)([O-])[O-]. The product is CCOC(=O)C(Cc1ccc(OCCc2ccc(OS(C)(=O)=O)cc2)cc1)OCC. Reaction SMILES: [C:36](=[O:37])([O-:38])[O-:39].[CH2:19]([CH3:20])[O:21][C:22]([CH:23]([CH2:24][c:25]1[cH:26][cH:27][c:28]([OH:31])[cH:29][cH:30]1)[O:32][CH2:33][CH3:34])=[O:35].[CH3:1][S:2](=[O:3])(=[O:4])[O:5][c:6]1[cH:7][cH:8][c:9]([CH2:12][CH2:13][CH2:14][S:15]([O-:16])(=[O:17])=[O:18])[cH:10][cH:11]1.[CH3:48][C:49]#[N:50].[K+:40].[K+:41].[Mg+2:42].[O-:43][S:44](=[O:45])(=[O:46])[O-:47]>>[CH3:1][S:2](=[O:3])(=[O:4])[O:5][c:6]1[cH:7][cH:8][c:9]([CH2:12][CH2:13][O:31][c:28]2[cH:27][cH:26][c:25]([CH2:24][CH:23]([C:22]([O:21][CH2:19][CH3:20])=[O:35])[O:32][CH2:33][CH3:34])[cH:30][cH:29]2)[cH:10][cH:11]1. The reactants are CCCc1nc2cc(NCc3ccccc3)ccc2n1CC(=O)OC(C)(C)C, CN(C)c1ccncc1, CCN(C(C)C)C(C)C, ClCCl, Cl, O=C(Cl)c1ccc(F)c(F)c1. Product: CCCc1nc2cc(N(Cc3ccccc3)C(=O)c3ccc(F)c(F)c3)ccc2n1CC(=O)OC(C)(C)C. As a reaction SMILES: [C:12]([CH3:13])([CH3:14])([CH3:15])[O:16][C:17]([CH2:18][n:19]1[c:20]([CH2:36][CH2:37][CH3:38])[n:21][c:22]2[c:23]1[cH:24][cH:25][c:26]([NH:28][CH2:29][c:30]1[cH:31][cH:32][cH:33][cH:34][cH:35]1)[cH:27]2)=[O:39].[CH3:49][N:50]([c:51]1[cH:52][cH:53][n:54][cH:55][cH:56]1)[CH3:57].[CH:40]([N:41]([CH2:42][CH3:43])[CH:44]([CH3:45])[CH3:46])([CH3:47])[CH3:48].[Cl:58][CH2:59][Cl:60].[ClH:61].[F:1][c:2]1[cH:3][c:4]([C:5](=[O:6])[Cl:7])[cH:8][cH:9][c:10]1[F:11]>>[F:1][c:2]1[cH:3][c:4]([C:5](=[O:6])[N:28]([c:26]2[cH:25][cH:24][c:23]3[n:19]([CH2:18][C:17]([O:16][C:12]([CH3:13])([CH3:14])[CH3:15])=[O:39])[c:20]([CH2:36][CH2:37][CH3:38])[n:21][c:22]3[cH:27]2)[CH2:29][c:30]2[cH:31][cH:32][cH:33][cH:34][cH:35]2)[cH:8][cH:9][c:10]1[F:11].